Task: describe an organic reaction: reactants, conditions, products, and yield. Dataset: the Open Reaction Database (ORD), a public repository of structured organic reaction records The solvent is ClCCCl (1,2-dichloroethane). The product is ClCCC(=O)C=1C=CC2=C(CN(CCO2)C=O)C1 (3-Chloro-1-(4-formyl-2,3,4,5-tetrahydro-1,4-benzoxazepin-7-yl)-1-propanone). As a reaction SMILES: [CH:1]([N:3]1[CH2:9][C:8]2[CH:10]=[CH:11][CH:12]=[CH:13][C:7]=2[O:6][CH2:5][CH2:4]1)=[O:2].[Cl:14][CH2:15][CH2:16][C:17](Cl)=[O:18].[Cl-].[Al+3].[Cl-].[Cl-]>ClCCCl>[Cl:14][CH2:15][CH2:16][C:17]([C:11]1[CH:12]=[CH:13][C:7]2[O:6][CH2:5][CH2:4][N:3]([CH:1]=[O:2])[CH2:9][C:8]=2[CH:10]=1)=[O:18] |f:2.3.4.5|. Reaction conditions: time 6 hour. Reported procedure: To a solution of 1.7 g of 4-formyl-2,3,4,5-tetrahydro-1,4-benzoxazepine and 1.28 g of 3-chloropropionyl chloride in 20 ml of 1,2-dichloroethane was added 3.0 g of aluminum chloride by portions. The mixture was stirred for 6 hours under reflux. The reaction mixture was poured into ice-water, and the resultant was subjected to extraction with dichloromethane. The extract was washed with water, dried over anhydrous sodium sulfate, and the solvent was distilled off under reduced pressure. The residu... Starting materials: ice water, C(=O)N1CCOC2=C(C1)C=CC=C2 (4-formyl-2,3,4,5-tetrahydro-1,4-benzoxazepine), ClCCC(=O)Cl (3-chloropropionyl chloride), [Cl-].[Al+3].[Cl-].[Cl-] (aluminum chloride). Isolated yield 75.9%.